describe an organic reaction: reactants, conditions, products, and yield From a dataset of the Open Reaction Database (ORD), a public repository of structured organic reaction records. Reactants: CC(C)(C)OC(=O)N1CCCC2CN(Cc3ccccc3)CC21, CO. Yields the product CC(C)(C)OC(=O)N1CCCC2CNCC21. Reaction SMILES: [CH2:1]([c:2]1[cH:3][cH:4][cH:5][cH:6][cH:7]1)[N:8]1[CH2:9][CH:10]2[CH2:11][CH2:12][CH2:13][N:14]([C:17](=[O:18])[O:19][C:20]([CH3:21])([CH3:22])[CH3:23])[CH:15]2[CH2:16]1.[CH3:24][OH:25]>>[NH:8]1[CH2:9][CH:10]2[CH2:11][CH2:12][CH2:13][N:14]([C:17](=[O:18])[O:19][C:20]([CH3:21])([CH3:22])[CH3:23])[CH:15]2[CH2:16]1.